From a dataset of the Open Reaction Database (ORD), a public repository of structured organic reaction records. describe an organic reaction: reactants, conditions, products, and yield Starting materials: CC(C)(C)OC(=O)N1CC2CN(c3ccc(Cl)nn3)CC2C1, Nc1ccc(B(O)O)cc1. Yields the product CC(C)(C)OC(=O)N1CC2CN(c3ccc(-c4ccc(N)cc4)nn3)CC2C1. RXN SMILES: [C:1]([CH3:2])([CH3:3])([CH3:4])[O:5][C:6](=[O:7])[N:8]1[CH2:9][CH:10]2[CH2:11][N:12]([c:16]3[n:17][n:18][c:19]([Cl:22])[cH:20][cH:21]3)[CH2:13][CH:14]2[CH2:15]1.[NH2:23][c:24]1[cH:25][cH:26][c:27]([B:30]([OH:31])[OH:32])[cH:28][cH:29]1>>[C:1]([CH3:2])([CH3:3])([CH3:4])[O:5][C:6](=[O:7])[N:8]1[CH2:9][CH:10]2[CH2:11][N:12]([c:16]3[n:17][n:18][c:19](-[c:27]4[cH:26][cH:25][c:24]([NH2:23])[cH:29][cH:28]4)[cH:20][cH:21]3)[CH2:13][CH:14]2[CH2:15]1.